This data is from the Open Reaction Database (ORD), a public repository of structured organic reaction records. The task is: describe an organic reaction: reactants, conditions, products, and yield Reactants: C1(=CC=CC=C1)CCC1=CC2=C(N=CC=C2C(=O)NN)N1 (2-(2-phenylethyl)-1H-pyrrolo[2,3-b]pyridine-4-carbohydrazide), N#CBr (cyanogen bromide). Solvent: CN(C(C)=O)C (N,N-dimethylacetamide), CN(C(C)=O)C (N,N-dimethylacetamide), C(C)(=O)OCC (ethyl acetate). Run at time 8 hour. Product: C1(=CC=CC=C1)CCC1=CC=2C(=NC=CC2C2=NN=C(O2)N)N1 (5-[2-(2-phenylethyl)-1H-pyrrolo[2,3-b]pyridin-4-yl]-1,3,4-oxadiazol-2-amine). Yield: 44.1%. As a reaction SMILES: [C:1]1([CH2:7][CH2:8][C:9]2[NH:21][C:12]3[N:13]=[CH:14][CH:15]=[C:16]([C:17]([NH:19][NH2:20])=[O:18])[C:11]=3[CH:10]=2)[CH:6]=[CH:5][CH:4]=[CH:3][CH:2]=1.[N:22]#[C:23]Br>CN(C)C(=O)C.C(OCC)(=O)C>[C:1]1([CH2:7][CH2:8][C:9]2[NH:21][C:12]3=[N:13][CH:14]=[CH:15][C:16]([C:17]4[O:18][C:23]([NH2:22])=[N:20][N:19]=4)=[C:11]3[CH:10]=2)[CH:6]=[CH:5][CH:4]=[CH:3][CH:2]=1. Reported procedure: To a solution of 2-(2-phenylethyl)-1H-pyrrolo[2,3-b]pyridine-4-carbohydrazide (104 mg, 0.371 mmol) in N,N-dimethylacetamide (1 mL) was added a solution of cyanogen bromide (47 mg, 0.445 mmol) in N,N-dimethylacetamide (0.5 mL) at room temperature, and the resulting mixture was stirred overnight. The reaction mixture was diluted with ethyl acetate, washed with water and saturated brine, dried over anhydrous magnesium sulfate and concentrated under reduced pressure. The residue was purified by basi... The reactants are COc1ncc(Nc2ncc(Cl)nc2Br)cc1F, CCCC[Sn](CCCC)(CCCC)c1cc(SC)nc(C)n1, [Cs+], [Cu]I, [F-], C1COCCO1, O, c1ccc(P(c2ccccc2)(c2ccccc2)[Pd](P(c2ccccc2)(c2ccccc2)c2ccccc2)(P(c2ccccc2)(c2ccccc2)c2ccccc2)P(c2ccccc2)(c2ccccc2)c2ccccc2)cc1. The product is COc1ncc(Nc2ncc(Cl)nc2-c2cc(SC)nc(C)n2)cc1F. RXN SMILES: [Br:1][c:2]1[c:3]([NH:9][c:10]2[cH:11][n:12][c:13]([O:17][CH3:18])[c:14]([F:16])[cH:15]2)[n:4][cH:5][c:6]([Cl:8])[n:7]1.[CH3:19][c:20]1[n:21][c:22]([Sn:28]([CH2:29][CH2:30][CH2:31][CH3:32])([CH2:33][CH2:34][CH2:35][CH3:36])[CH2:37][CH2:38][CH2:39][CH3:40])[cH:23][c:24]([S:26][CH3:27])[n:25]1.[Cs+:42].[Cu:50][I:51].[F-:41].[O:43]1[CH2:44][CH2:45][O:46][CH2:47][CH2:48]1.[OH2:49].[cH:52]1[cH:53][cH:54][c:55]([P:56]([Pd:57]([P:58]([c:59]2[cH:60][cH:61][cH:62][cH:63][cH:64]2)([c:65]2[cH:66][cH:67][cH:68][cH:69][cH:70]2)[c:71]2[cH:72][cH:73][cH:74][cH:75][cH:76]2)([P:77]([c:78]2[cH:79][cH:80][cH:81][cH:82][cH:83]2)([c:84]2[cH:85][cH:86][cH:87][cH:88][cH:89]2)[c:90]2[cH:91][cH:92][cH:93][cH:94][cH:95]2)[P:96]([c:97]2[cH:98][cH:99][cH:100][cH:101][cH:102]2)([c:103]2[cH:104][cH:105][cH:106][cH:107][cH:108]2)[c:109]2[cH:110][cH:111][cH:112][cH:113][cH:114]2)([c:115]2[cH:116][cH:117][cH:118][cH:119][cH:120]2)[c:121]2[cH:122][cH:123][cH:124][cH:125][cH:126]2)[cH:127][cH:128]1>>[c:2]1(-[c:22]2[n:21][c:20]([CH3:19])[n:25][c:24]([S:26][CH3:27])[cH:23]2)[c:3]([NH:9][c:10]2[cH:11][n:12][c:13]([O:17][CH3:18])[c:14]([F:16])[cH:15]2)[n:4][cH:5][c:6]([Cl:8])[n:7]1.